Dataset: the Open Reaction Database (ORD), a public repository of structured organic reaction records. Task: describe an organic reaction: reactants, conditions, products, and yield Reactants: [K].[N+](=O)([O-])C1=CC=C(C=C1)S (4-nitrothiophenol potassium salt), C1(=CC=CC=C1)S(=O)(=O)N=NC=1C=C(C=C(C1)Br)N(C(C)=O)C (N-[3-[2-(phenylsulphonyl)-diazenyl]-5-bromophenyl]-N-methylacetamide), O (water). Solvent: CS(=O)C (dimethyl sulphoxide). Run at temperature 40 celsius, time 18 hour. The product is BrC=1C=C(C=C(C1)SC1=CC=C(C=C1)[N+](=O)[O-])N(C(C)=O)C (N-[3-bromo-5-(4-nitrophenylsulphanyl)-phenyl]-N-methylacetamide). Yield: 103.5%. Reaction SMILES: C1(S(N=N[C:12]2[CH:13]=[C:14]([N:19]([CH3:23])[C:20](=[O:22])[CH3:21])[CH:15]=[C:16]([Br:18])[CH:17]=2)(=O)=O)C=CC=CC=1.[K].[N+:25]([C:28]1[CH:33]=[CH:32][C:31]([SH:34])=[CH:30][CH:29]=1)([O-:27])=[O:26].O>CS(C)=O>[Br:18][C:16]1[CH:15]=[C:14]([N:19]([CH3:23])[C:20](=[O:22])[CH3:21])[CH:13]=[C:12]([S:34][C:31]2[CH:32]=[CH:33][C:28]([N+:25]([O-:27])=[O:26])=[CH:29][CH:30]=2)[CH:17]=1 |f:1.2,^1:23|. Procedure: 0.22 g (0.00055 mol) of N-[3-[2-(phenylsulphonyl)-diazenyl]-5-bromophenyl]-N-methylacetamide was dissolved in 15 ml of dimethyl sulphoxide, treated with 0.185 g (0.000825 mol) of 4-nitrothiophenol potassium salt and stirred at 40° C. for 18 hrs. The reaction mixture was poured into 300 ml of water, extracted with diethyl ether, the organic phase was washed with water and sat. sodium chloride solution, dried over MgSO4, filtered and the filtrate was freed from solvent. The residue was chromatogra... Starting materials: C(C)(C)(C)OC(COC1=C(C=C(C=C1)Cl)Br)=O (tert-Butyl(2-bromo-4-chlorophenoxy)acetate), N1=CC=CC2=CC=CC(=C12)B(O)O (8-quinoline boronic acid). Product: C(C)(C)(C)OC(COC1=C(C=C(C=C1)Cl)C=1C=CC=C2C=CC=NC12)=O (tert-Butyl(4-chloro-2-quinolin-8-ylphenoxy)acetate). As a reaction SMILES: [C:1]([O:5][C:6](=[O:17])[CH2:7][O:8][C:9]1[CH:14]=[CH:13][C:12]([Cl:15])=[CH:11][C:10]=1Br)([CH3:4])([CH3:3])[CH3:2].[N:18]1[C:27]2[C:22](=[CH:23][CH:24]=[CH:25][C:26]=2B(O)O)[CH:21]=[CH:20][CH:19]=1>>[C:1]([O:5][C:6](=[O:17])[CH2:7][O:8][C:9]1[CH:14]=[CH:13][C:12]([Cl:15])=[CH:11][C:10]=1[C:26]1[CH:25]=[CH:24][CH:23]=[C:22]2[C:27]=1[N:18]=[CH:19][CH:20]=[CH:21]2)([CH3:4])([CH3:3])[CH3:2]. Procedure details: The subtitle compound was prepared by the method of example 1 step (ii) using the product from example 1 step (i) and 8-quinoline boronic acid. Yield 0.356 g The reactants are CCO[Si](OCC)(OCC)c1cc(C)cc(C)c1 (effective_coupling_partner), COc2ccc1cc(OC(=O)N(C)C)ccc1c2 (substrate). The reagents and catalysts are dcype. Conditions: temperature 120 celsius, time 12 hour. Product: COc3ccc2cc(c1cc(C)cc(C)c1)ccc2c3. Starting materials: COC(=O)c1sc(C#CC(C)(C)C)cc1NC1CCN(C(=O)OC(C)(C)C)CC1, CC1CCC(C(=O)O)CC1, CO, Cc1ccccc1, [Cl-], ClCCl, c1ccncc1. Product: COC(=O)c1sc(C#CC(C)(C)C)cc1N(C(=O)C1CCC(C)CC1)C1CCN(C(=O)OC(C)(C)C)CC1. As a reaction SMILES: [CH3:18][O:19][C:20](=[O:21])[c:22]1[s:23][c:24]([C:41]#[C:42][C:43]([CH3:44])([CH3:45])[CH3:46])[cH:25][c:26]1[NH:27][CH:28]1[CH2:29][CH2:30][N:31]([C:34](=[O:35])[O:36][C:37]([CH3:38])([CH3:39])[CH3:40])[CH2:32][CH2:33]1.[CH3:2][CH:3]1[CH2:4][CH2:5][CH:6]([C:9](=[O:10])[OH:11])[CH2:7][CH2:8]1.[CH3:47][OH:48].[CH3:49][c:50]1[cH:51][cH:52][cH:53][cH:54][cH:55]1.[Cl-:1].[Cl:56][CH2:57][Cl:58].[cH:12]1[cH:13][cH:14][n:15][cH:16][cH:17]1>>[CH3:2][CH:3]1[CH2:4][CH2:5][CH:6]([C:9](=[O:11])[N:27]([c:26]2[c:22]([C:20]([O:19][CH3:18])=[O:21])[s:23][c:24]([C:41]#[C:42][C:43]([CH3:44])([CH3:45])[CH3:46])[cH:25]2)[CH:28]2[CH2:29][CH2:30][N:31]([C:34](=[O:35])[O:36][C:37]([CH3:38])([CH3:39])[CH3:40])[CH2:32][CH2:33]2)[CH2:7][CH2:8]1.